From a dataset of the Open Reaction Database (ORD), a public repository of structured organic reaction records. describe an organic reaction: reactants, conditions, products, and yield The reactants are C[Si](C)(C)C=[N+]=[N-], ClCCl, F[B-](F)(F)F, [H+], O, O=C1c2ccccc2C(=O)N1C1(CO)Cc2ccccc2C1. The product is COCC1(N2C(=O)c3ccccc3C2=O)Cc2ccccc2C1. Reaction SMILES: [CH3:1][Si:2]([CH:3]=[N+:4]=[N-:5])([CH3:6])[CH3:7].[Cl:37][CH2:38][Cl:39].[F:30][B-:31]([F:32])([F:33])[F:34].[H+:35].[OH2:36].[OH:8][CH2:9][C:10]1([N:19]2[C:20](=[O:29])[c:21]3[cH:22][cH:23][cH:24][cH:25][c:26]3[C:27]2=[O:28])[CH2:11][c:12]2[cH:13][cH:14][cH:15][cH:16][c:17]2[CH2:18]1>>[CH3:1][O:8][CH2:9][C:10]1([N:19]2[C:20](=[O:29])[c:21]3[cH:22][cH:23][cH:24][cH:25][c:26]3[C:27]2=[O:28])[CH2:11][c:12]2[cH:13][cH:14][cH:15][cH:16][c:17]2[CH2:18]1. Starting materials: C(C1=CC=CC=C1)N(C1CC2=C(CCC1)C=CC(=C2)OCC2=CC=CC=C2)C[C@@H](COC2=CC=CC=C2)O[Si](CC)(CC)CC (N-benzyl-N-(3-benzyloxy-6,7,8,9-tetrahydro-5H-benzocyclohepten-6-yl)-[(2S)-3-phenoxy-2-(triethylsilyloxy)propyl]amine), [H][H] (hydrogen). Reagents/catalysts: [Pd] (palladium on activated carbon). The solvent is CO (methanol). Yields the product O(C1=CC=CC=C1)C[C@H](CNC1CCCC2=C(C1)C=C(C=C2)O)O[Si](CC)(CC)CC (8-[(2S)-3-phenoxy-2-(triethylsilyloxy)propylamino]-6,7,8,9-tetrahydro-5H-benzocyclohepten-2-ol). Yield: 95.8%. RXN SMILES: C([N:8]([CH2:28][C@H:29]([O:38][Si:39]([CH2:44][CH3:45])([CH2:42][CH3:43])[CH2:40][CH3:41])[CH2:30][O:31][C:32]1[CH:37]=[CH:36][CH:35]=[CH:34][CH:33]=1)[CH:9]1[CH2:15][CH2:14][CH2:13][C:12]2[CH:16]=[CH:17][C:18]([O:20]CC3C=CC=CC=3)=[CH:19][C:11]=2[CH2:10]1)C1C=CC=CC=1.[H][H]>[Pd].CO>[O:31]([CH2:30][C@@H:29]([O:38][Si:39]([CH2:42][CH3:43])([CH2:44][CH3:45])[CH2:40][CH3:41])[CH2:28][NH:8][CH:9]1[CH2:10][C:11]2[CH:19]=[C:18]([OH:20])[CH:17]=[CH:16][C:12]=2[CH2:13][CH2:14][CH2:15]1)[C:32]1[CH:37]=[CH:36][CH:35]=[CH:34][CH:33]=1. Procedure: A mixture of N-benzyl-N-(3-benzyloxy-6,7,8,9-tetrahydro-5H-benzocyclohepten-6-yl)-[(2S)-3-phenoxy-2-(triethylsilyloxy)propyl]amine (25 g) and 10% palladium on activated carbon (50% wet, 2.5 g) in methanol (250 ml) was stirred at room temperature in the presence of hydrogen at an atmospheric pressure for 5 hours. After filtration, the filtrate was evaporated in vacuo to give 8-[(2S)-3-phenoxy-2-(triethylsilyloxy)propylamino]-6,7,8,9-tetrahydro-5H-benzocyclohepten-2-ol (17 g). Reactants: FC(C(=O)O)(F)F.N1C[C@H](CC1)C#N ((S)-pyrrolidine-3-carbonitrile trifluoroacetate), C1(CC1)C=1N=C2C(=NC1)N(C=C2C(=O)O)COCC[Si](C)(C)C (2-cyclopropyl-5-(2-trimethylsilanyl-ethoxymethyl)-5H-pyrrolo[2,3-b]pyrazine-7-carboxylic acid), FC(C(=O)O)(F)F (Trifluoroacetic acid), N1CCCC1 (pyrrolidine), CN1N=CC(=C1)C1=CN=C2C(=N1)C(=CN2COCC[Si](C)(C)C)C(=O)O (2-(1-methyl-1H-pyrazol-4-yl)-5-((2-(trimethylsilyl)ethoxy)methyl)-5H-pyrrolo[3,2-b]pyrazine-7-carboxylic acid). The product is C(#N)[C@@H]1CN(CC1)C(=O)[C@@H](C(C)(C)C)NC(=O)C1=CNC2=NC=C(N=C21)C=2C=NN(C2)C (2-(1-Methyl-1H-pyrazol-4-yl)-5H-pyrrolo[2,3-b]pyrazine-7-carboxylic acid [(R)-1-((S)-3-cyano-pyrrolidine-1-carbonyl)-2,2-dimethyl-propyl]-amide). Reaction SMILES: F[C:2](F)(F)[C:3]([OH:5])=O.[NH:8]1[CH2:12][CH2:11][C@H:10]([C:13]#[N:14])[CH2:9]1.[NH:15]1CCCC1.[CH3:20][N:21]1[CH:25]=[C:24]([C:26]2[N:31]=[C:30]3[C:32]([C:43]([OH:45])=O)=[CH:33][N:34](COCC[Si](C)(C)C)[C:29]3=[N:28][CH:27]=2)[CH:23]=[N:22]1.[CH:46]1([C:49]2N=C3C(C(O)=O)=CN(COCC[Si](C)(C)C)C3=NC=2)[CH2:48][CH2:47]1.FC(F)(F)C(O)=O>>[C:13]([C@H:10]1[CH2:11][CH2:12][N:8]([C:3]([C@H:2]([NH:15][C:43]([C:32]2[C:30]3[C:29](=[N:28][CH:27]=[C:26]([C:24]4[CH:23]=[N:22][N:21]([CH3:20])[CH:25]=4)[N:31]=3)[NH:34][CH:33]=2)=[O:45])[C:46]([CH3:49])([CH3:48])[CH3:47])=[O:5])[CH2:9]1)#[N:14] |f:0.1|. Procedure: Prepared according to the procedure outlined in Example 1 substituting (S)-pyrrolidine-3-carbonitrile trifluoroacetate for pyrrolidine and 2-(1-methyl-1H-pyrazol-4-yl)-5-((2-(trimethylsilyl)ethoxy)methyl)-5H-pyrrolo[3,2-b]pyrazine-7-carboxylic acid for 2-cyclopropyl-5-(2-trimethylsilanyl-ethoxymethyl)-5H-pyrrolo[2,3-b]pyrazine-7-carboxylic acid. Trifluoroacetic acid was used in place of hydrochloric acid for all N-Boc deprotection steps. MS: (M+H)+=435.